This data is from the Open Reaction Database (ORD), a public repository of structured organic reaction records. The task is: describe an organic reaction: reactants, conditions, products, and yield RXN SMILES: [CH2:1]([c:2]1[cH:3][cH:4][cH:5][cH:6][cH:7]1)[O:8][C:9](=[O:10])[N:11]1[CH:12]([C:34](=[O:35])[OH:36])[CH2:13][C:14]([S:16][CH2:17][Si:18]([CH3:19])([CH3:20])[CH3:21])([c:22]2[cH:23][cH:24][c:25](-[c:28]3[cH:29][cH:30][cH:31][cH:32][cH:33]3)[cH:26][cH:27]2)[CH2:15]1.[CH2:55]1[O:56][CH2:57][CH2:58][CH2:59]1.[CH3:38][CH2:39][CH2:40][CH2:41][N+:42]([CH2:43][CH2:44][CH2:45][CH3:46])([CH2:47][CH2:48][CH2:49][CH3:50])[CH2:51][CH2:52][CH2:53][CH3:54].[CH3:60][CH2:61][O:62][C:63]([CH3:64])=[O:65].[F-:37]>>[CH2:1]([c:2]1[cH:3][cH:4][cH:5][cH:6][cH:7]1)[O:8][C:9](=[O:10])[N:11]1[CH:12]([C:34](=[O:35])[OH:36])[CH2:13][C:14]([S:16][CH3:17])([c:22]2[cH:23][cH:24][c:25](-[c:28]3[cH:29][cH:30][cH:31][cH:32][cH:33]3)[cH:26][cH:27]2)[CH2:15]1. Product: CSC1(c2ccc(-c3ccccc3)cc2)CC(C(=O)O)N(C(=O)OCc2ccccc2)C1. The reactants are C[Si](C)(C)CSC1(c2ccc(-c3ccccc3)cc2)CC(C(=O)O)N(C(=O)OCc2ccccc2)C1, C1CCOC1, CCCC[N+](CCCC)(CCCC)CCCC, CCOC(C)=O, [F-]. The reactants are CC(=O)O, CCO, CCCC=CC1C=CCC1=O, N#C[Na], O. Yields the product CCCC=CC1C(=O)CCC1C#N. As a reaction SMILES: [CH3:13][C:14](=[O:15])[OH:16].[CH3:20][CH2:21][OH:22].[CH:2](=[CH:3][CH2:4][CH2:5][CH3:6])[CH:7]1[C:8](=[O:12])[CH2:9][CH:10]=[CH:11]1.[Na:17][C:18]#[N:19].[OH2:1]>>[CH:2](=[CH:3][CH2:4][CH2:5][CH3:6])[CH:7]1[C:8](=[O:12])[CH2:9][CH2:10][CH:11]1[C:18]#[N:19]. Conditions: time 8 hour. Yield: 89.1%. Solvent: CN(C=O)C (N,N-dimethylformamide). Yields the product C(C)(=O)OCC(CCN1C2=NC(=NC(=C2N=C1)SC(C1=CC=CC=C1)C1=CC=CC=C1)N)COC(C)=O (9-(4-Acetoxy-3-acetoxymethylbut-1-yl)-2-amino-6-[(diphenylmethyl)thio]purine). Procedure: A mixture of 2-amino-6-[(diphenylmethyl)thio]purine (6.7 g), 2-acetoxymethyl-4-iodobut-1-yl acetate (7.0 g) and anhydrous potassium carbonate (4.14 g) in N,N-dimethylformamide (100 cm3) was stirred at ambient temperature overnight. The reaction mixture was filtered and the residue washed with N,N-dimethylformamide (100 cm3). Evaporation of the filtrate gave a pale coloured oil. Purification via column chromatography on silica (450 g) [eluant 3% methanol-dichloromethane] gave the title compound 9... The reactants are NC1=NC(=C2NC=NC2=N1)SC(C1=CC=CC=C1)C1=CC=CC=C1 (2-amino-6-[(diphenylmethyl)thio]purine), C(C)(=O)OCC(CCI)COC(C)=O (2-acetoxymethyl-4-iodobut-1-yl acetate), C([O-])([O-])=O.[K+].[K+] (potassium carbonate). RXN SMILES: [NH2:1][C:2]1[N:10]=[C:9]2[C:5]([NH:6][CH:7]=[N:8]2)=[C:4]([S:11][CH:12]([C:19]2[CH:24]=[CH:23][CH:22]=[CH:21][CH:20]=2)[C:13]2[CH:18]=[CH:17][CH:16]=[CH:15][CH:14]=2)[N:3]=1.[C:25]([O:28][CH2:29][CH:30]([CH2:34][O:35][C:36](=[O:38])[CH3:37])[CH2:31][CH2:32]I)(=[O:27])[CH3:26].C(=O)([O-])[O-].[K+].[K+]>CN(C)C=O>[C:25]([O:28][CH2:29][CH:30]([CH2:34][O:35][C:36](=[O:38])[CH3:37])[CH2:31][CH2:32][N:8]1[CH:7]=[N:6][C:5]2[C:9]1=[N:10][C:2]([NH2:1])=[N:3][C:4]=2[S:11][CH:12]([C:13]1[CH:18]=[CH:17][CH:16]=[CH:15][CH:14]=1)[C:19]1[CH:24]=[CH:23][CH:22]=[CH:21][CH:20]=1)(=[O:27])[CH3:26] |f:2.3.4|. Starting materials: C(CC)[SiH]1CCCCC1 (1-n-propyl-1-silacyclohexane), C1CCOC1 (THF), FC(OC1=CC=C(C=C1)Br)(F)F (p-trifluoromethoxybromobenzene), [Mg] (magnesium), C1CCOC1 (THF). The reagents and catalysts are [Cu](Cl)Cl (copper chloride), [Cu](Cl)Cl (copper chloride). The product is FC(OC1=CC=C(C=C1)CC[C@@H]1CC[C@H](CC1)[C@@H]1CC[Si@H](CC1)CCC)(F)F (trans-4-(trans-4-(2-(4-trifluoromethoxyphenyl) ethyl) cyclohexyl)-1-n-propyl-1-silacyclohexane). Yield: 80.0%. As a reaction SMILES: [F:1][C:2]([F:12])([F:11])[O:3][C:4]1[CH:9]=[CH:8][C:7](Br)=[CH:6][CH:5]=1.[Mg].[CH2:14]([SiH:17]1[CH2:22][CH2:21][CH2:20][CH2:19][CH2:18]1)[CH2:15][CH3:16].[CH2:23]1[CH2:27]O[CH2:25][CH2:24]1>[Cu](Cl)Cl>[F:1][C:2]([F:12])([F:11])[O:3][C:4]1[CH:9]=[CH:8][C:7]([CH2:25][CH2:24][C@H:23]2[CH2:27][CH2:6][C@H:5]([C@H:20]3[CH2:21][CH2:22][Si@H:17]([CH2:14][CH2:15][CH3:16])[CH2:18][CH2:19]3)[CH2:4][CH2:9]2)=[CH:6][CH:5]=1. Procedure: 4.8 g (20 mmol) of p-trifluoromethoxybromobenzene was dripped into a mixture of 0.5 g (21 mmol) of magnesium and 50 ml of THF to obtain a Grignard's reagent. This solution was then dripped into a 50 ml THF solution of 10 mg of copper chloride (I), 10 mg of copper chloride (II) and 7.3 g (20 mmol) of trans-4-(2-bromoethyl) cyclohexyl)-1-n-propyl-1-silacyclohexane. After a conventional after treatment, 6.6 g (yield 80%) of trans-4-(trans-4-(2-(4-trifluoromethoxyphenyl) ethyl) cyclohexyl)-1-n-propy... Reactants: ClC1=C(C=CC(=C1)[N+](=O)[O-])O (2-chloro-4-nitrophenol), CN1CC(CC1)O (1-methyl-3-pyrrolidinol), C1(=CC=CC=C1)P(C1=CC=CC=C1)C1=CC=CC=C1 (triphenyl phosphine), CCOC(=O)/N=N/C(=O)OCC (diethylazodicarboxylate). The solvent is O1CCCC1 (tetrahydrofuran). Reaction conditions: time 1.5 hour. Product: ClC1=C(OC2CN(CC2)C)C=CC(=C1)[N+](=O)[O-] (3-(2-Chloro-4nitro-phenoxy)-1-methyl-pyrrolidine). RXN SMILES: [Cl:1][C:2]1[CH:7]=[C:6]([N+:8]([O-:10])=[O:9])[CH:5]=[CH:4][C:3]=1[OH:11].[CH3:12][N:13]1[CH2:17][CH2:16][CH:15](O)[CH2:14]1.C1(P(C2C=CC=CC=2)C2C=CC=CC=2)C=CC=CC=1.CCOC(/N=N/C(OCC)=O)=O>O1CCCC1>[Cl:1][C:2]1[CH:7]=[C:6]([N+:8]([O-:10])=[O:9])[CH:5]=[CH:4][C:3]=1[O:11][CH:15]1[CH2:16][CH2:17][N:13]([CH3:12])[CH2:14]1. Procedure details: To a solution of 2-chloro-4-nitrophenol (2.0 g) in tetrahydrofuran (60 mL) is added 1-methyl-3-pyrrolidinol (2.3 g), triphenyl phosphine (6.0 g), and diethylazodicarboxylate (3.6 mL) and the mixture is stirred at room temperature under an atmosphere of argon for 1.5 hours. The solution is then concentrated under reduced pressure, diluted with ethyl acetate, washed successively with 10% aqueous sodium hydroxide, water, saturated aqueous sodium chloride, and dried over anhydrous magnesium sulfate.... Reaction SMILES: [C:22](=[O:23])([O-:24])[O-:25].[CH3:28][C:29](=[O:30])[CH3:31].[Cl:14][c:15]1[c:16]([SH:21])[cH:17][cH:18][cH:19][cH:20]1.[Cl:1][c:2]1[cH:3][cH:4][c:5]([CH2:8][CH2:9][C:10]2([CH3:13])[O:11][CH2:12]2)[cH:6][cH:7]1.[K+:26].[K+:27]>>[Cl:1][c:2]1[cH:3][cH:4][c:5]([CH2:8][CH2:9][C:10]([OH:11])([CH2:12][S:21][c:16]2[c:15]([Cl:14])[cH:20][cH:19][cH:18][cH:17]2)[CH3:13])[cH:6][cH:7]1. The reactants are O=C([O-])[O-], CC(C)=O, Sc1ccccc1Cl, CC1(CCc2ccc(Cl)cc2)CO1, [K+], [K+]. Yields the product CC(O)(CCc1ccc(Cl)cc1)CSc1ccccc1Cl. As a reaction SMILES: [C:1]1([NH:7][C:8](=[O:14])/[CH:9]=[CH:10]\[C:11]([OH:13])=O)[CH:6]=[CH:5][CH:4]=[CH:3][CH:2]=1.P(=O)(O)(O)O>>[C:1]1([N:7]2[C:8](=[O:14])[CH:9]=[CH:10][C:11]2=[O:13])[CH:6]=[CH:5][CH:4]=[CH:3][CH:2]=1. The product is C1(=CC=CC=C1)N1C(C=CC1=O)=O (N-phenyl maleimide). Reaction conditions: temperature 210 celsius. Reported procedure: The slurry containing the N-phenyl maleinamic acid and 10 g of ortho-phosphoric acid added thereto were heated at 210° C. for three hours. The resultant reaction mixture was cooled to 30° C., washed with water, and distilled under a vacuum to expel tetrahydronaphthalene and obtain 78 g of N-phenyl maleimide crystals. By liquid chromatography, the crystals were found to have purity of 87.3% by weight, indicating the yield thereof to be 73.2 mol %. Starting materials: C1(=CC=CC=C1)NC(\C=C/C(=O)O)=O (N-phenyl maleinamic acid), P(O)(O)(O)=O (ortho-phosphoric acid). Reactants: CS(=O)(=O)c1ccc(-c2cnn(Cc3ccccc3)c(=O)c2Cl)cc1, Cc1ccc(B(O)O)cc1C, COCCOC, O, c1ccc(P(c2ccccc2)(c2ccccc2)[Pd](P(c2ccccc2)(c2ccccc2)c2ccccc2)(P(c2ccccc2)(c2ccccc2)c2ccccc2)P(c2ccccc2)(c2ccccc2)c2ccccc2)cc1. Yields the product Cc1ccc(-c2c(-c3ccc(S(C)(=O)=O)cc3)cnn(Cc3ccccc3)c2=O)cc1C. Reaction SMILES: [CH2:1]([c:2]1[cH:3][cH:4][cH:5][cH:6][cH:7]1)[n:8]1[n:9][cH:10][c:11](-[c:16]2[cH:17][cH:18][c:19]([S:22](=[O:23])(=[O:24])[CH3:25])[cH:20][cH:21]2)[c:12]([Cl:15])[c:13]1=[O:14].[CH3:26][c:27]1[cH:28][c:29]([B:34]([OH:35])[OH:36])[cH:30][cH:31][c:32]1[CH3:33].[CH3:37][O:38][CH2:39][CH2:40][O:41][CH3:42].[OH2:43].[cH:44]1[cH:45][cH:46][c:47]([P:48]([Pd:49]([P:50]([c:51]2[cH:52][cH:53][cH:54][cH:55][cH:56]2)([c:57]2[cH:58][cH:59][cH:60][cH:61][cH:62]2)[c:63]2[cH:64][cH:65][cH:66][cH:67][cH:68]2)([P:69]([c:70]2[cH:71][cH:72][cH:73][cH:74][cH:75]2)([c:76]2[cH:77][cH:78][cH:79][cH:80][cH:81]2)[c:82]2[cH:83][cH:84][cH:85][cH:86][cH:87]2)[P:88]([c:89]2[cH:90][cH:91][cH:92][cH:93][cH:94]2)([c:95]2[cH:96][cH:97][cH:98][cH:99][cH:100]2)[c:101]2[cH:102][cH:103][cH:104][cH:105][cH:106]2)([c:107]2[cH:108][cH:109][cH:110][cH:111][cH:112]2)[c:113]2[cH:114][cH:115][cH:116][cH:117][cH:118]2)[cH:119][cH:120]1>>[CH2:1]([c:2]1[cH:3][cH:4][cH:5][cH:6][cH:7]1)[n:8]1[n:9][cH:10][c:11](-[c:16]2[cH:17][cH:18][c:19]([S:22](=[O:23])(=[O:24])[CH3:25])[cH:20][cH:21]2)[c:12](-[c:29]2[cH:28][c:27]([CH3:26])[c:32]([CH3:33])[cH:31][cH:30]2)[c:13]1=[O:14].